This data is from the Open Reaction Database (ORD), a public repository of structured organic reaction records. The task is: describe an organic reaction: reactants, conditions, products, and yield Reactants: COC(=O)C=C1CCN(C(=O)OCc2ccccc2)CC1, C1CCC2=NCCCN2CC1, CN(C)C=O, O. Yields the product COC(=O)CC1=CCN(C(=O)OCc2ccccc2)CC1. RXN SMILES: [CH3:1][O:2][C:3]([CH:4]=[C:5]1[CH2:6][CH2:7][N:8]([C:11](=[O:12])[O:13][CH2:14][c:15]2[cH:16][cH:17][cH:18][cH:19][cH:20]2)[CH2:9][CH2:10]1)=[O:21].[N:22]12[CH2:23][CH2:24][CH2:25][N:26]=[C:27]1[CH2:28][CH2:29][CH2:30][CH2:31][CH2:32]2.[O:33]=[CH:34][N:35]([CH3:36])[CH3:37].[OH2:38]>>[CH3:1][O:2][C:3]([CH2:4][C:5]1=[CH:6][CH2:7][N:8]([C:11](=[O:12])[O:13][CH2:14][c:15]2[cH:16][cH:17][cH:18][cH:19][cH:20]2)[CH2:9][CH2:10]1)=[O:21]. Reactants: solid, CN1N=C(C=C1)C(=O)O (1-methyl-1H-pyrazole-3-carboxylic acid), Cl.Cl.FC=1C=C2N=CC(=NC2=CC1F)NCCNC (N-(6,7-difluoro-quinoxalin-2-yl)-N′-methyl-ethane-1,2-diamine.dihydrochloride), D2. Yields the product FC=1C=C2N=CC(=NC2=CC1F)NCCN(C(=O)C1=NN(C=C1C1=CC=C(C=C1)F)C)C (4-(4-Fluoro-phenyl)-1-methyl-1H-pyrazole-3-carboxylic acid [2-(6,7-difluoro-quinoxalin-2-ylamino)-ethyl]-methyl-amide). RXN SMILES: [CH3:1][N:2]1[CH:6]=[CH:5][C:4]([C:7]([OH:9])=O)=[N:3]1.Cl.Cl.[F:12][C:13]1[CH:14]=[C:15]2[C:20](=[CH:21][C:22]=1[F:23])[N:19]=[C:18]([NH:24][CH2:25][CH2:26][NH:27][CH3:28])[CH:17]=[N:16]2>>[F:12][C:13]1[CH:14]=[C:15]2[C:20](=[CH:21][C:22]=1[F:23])[N:19]=[C:18]([NH:24][CH2:25][CH2:26][N:27]([CH3:28])[C:7]([C:4]1[C:5]([C:20]3[CH:15]=[CH:14][C:13]([F:12])=[CH:22][CH:21]=3)=[CH:6][N:2]([CH3:1])[N:3]=1)=[O:9])[CH:17]=[N:16]2 |f:1.2.3|. Procedure details: The title compound was prepared from 4-4-fluoro-phenyl)-1-methyl-1H-pyrazole-3-carboxylic acid (46 mg, 0.21 mmol) and N-(6,7-difluoro-quinoxalin-2-yl)-N′-methyl-ethane-1,2-diamine.dihydrochloride, D2 (65 mg, 0.21 mmol) according to the procedure described for Example 1, as a yellow solid (65 mg, 71%).